describe an organic reaction: reactants, conditions, products, and yield From a dataset of the Open Reaction Database (ORD), a public repository of structured organic reaction records. The reactants are C1CCOC1, COC(=O)c1ccc(C(=O)NCc2ccc(C(=O)O)cc2)cc1, CN1CCOCC1, CC(C)COC(=O)Cl, CC(C)(C)OC(=O)NN. Product: COC(=O)c1ccc(C(=O)NCc2ccc(C(=O)NNC(=O)OC(C)(C)C)cc2)cc1. As a reaction SMILES: [CH2:48]1[O:49][CH2:50][CH2:51][CH2:52]1.[CH3:1][O:2][C:3](=[O:4])[c:5]1[cH:6][cH:7][c:8]([C:9](=[O:10])[NH:11][CH2:12][c:13]2[cH:14][cH:15][c:16]([C:17](=[O:18])[OH:19])[cH:20][cH:21]2)[cH:22][cH:23]1.[CH3:24][N:25]1[CH2:26][CH2:27][O:28][CH2:29][CH2:30]1.[Cl:31][C:32]([O:33][CH2:34][CH:35]([CH3:36])[CH3:37])=[O:38].[NH:39]([NH2:40])[C:41](=[O:42])[O:43][C:44]([CH3:45])([CH3:46])[CH3:47]>>[CH3:1][O:2][C:3](=[O:4])[c:5]1[cH:6][cH:7][c:8]([C:9](=[O:10])[NH:11][CH2:12][c:13]2[cH:14][cH:15][c:16]([C:17](=[O:19])[NH:40][NH:39][C:41](=[O:42])[O:43][C:44]([CH3:45])([CH3:46])[CH3:47])[cH:20][cH:21]2)[cH:22][cH:23]1. Starting materials: [H-].[Al+3].[Li+].[H-].[H-].[H-] (Lithium aluminum hydride), solution, CC1=C(N=C(O1)C1=CC=CC=C1)CCOC1=CC=C(C=C1)C (5-methyl-2-phenyl-4-(2-p-tolyloxy-ethyl)-oxazole), C1CCOC1 (THF), C1CCOC1 (THF). Conditions: temperature 0 celsius, time 5 hour. The product is CC1=C(N=C(O1)C1=CC=CC=C1)CCOC1=CC=C(C=C1)CO ({4-[2-(5-methyl-2-phenyl-oxazol-4-yl)-ethoxy]-phenyl}-methanol). As a reaction SMILES: [H-].[Al+3].[Li+].[H-].[H-].[H-].[CH3:7][C:8]1[O:12][C:11]([C:13]2[CH:18]=[CH:17][CH:16]=[CH:15][CH:14]=2)=[N:10][C:9]=1[CH2:19][CH2:20][O:21][C:22]1[CH:27]=[CH:26][C:25]([CH3:28])=[CH:24][CH:23]=1.C1C[O:32]CC1>>[CH3:7][C:8]1[O:12][C:11]([C:13]2[CH:14]=[CH:15][CH:16]=[CH:17][CH:18]=2)=[N:10][C:9]=1[CH2:19][CH2:20][O:21][C:22]1[CH:23]=[CH:24][C:25]([CH2:28][OH:32])=[CH:26][CH:27]=1 |f:0.1.2.3.4.5|. Procedure details: Lithium aluminum hydride (61 mL of a 1.0 M solution in THF) is added to a solution of the title A compound, 5-methyl-2-phenyl-4-(2-p-tolyloxy-ethyl)-oxazole (8.22 g, 24.36 mmol) in THF (200 mL) at 0° C. The mixture is stirred at 0° C. for 5 h, then at RT overnight. The reaction mixture is then cooled in an ice-water bath and quenched with saturated aqueous sodium bicarbonate and concentrated under vacuum to remove some of the THF. The residue is extracted with EtOAc, and the resulting organic ph...